Dataset: the Open Reaction Database (ORD), a public repository of structured organic reaction records. Task: describe an organic reaction: reactants, conditions, products, and yield Reactants: BrC=1C(=CC2=C(C1)C=1N=C(SC1CCO2)C(=O)N)F (9-Bromo-8-fluoro-4,5-dihydro-[1]benzoxepino[5,4-d]thiazole-2-carboxamide), C(#C)C1(CCCC1)O (1-ethynylcyclopentanol). The product is FC1=CC2=C(C=C1C#CC1(CCCC1)O)C=1N=C(SC1CCO2)C(=O)N (8-fluoro-9-[2-(1-hydroxycyclopentyl)ethynyl]-4,5-dihydro-[1]benzoxepino[5,4-d]thiazole-2-carboxamide). As a reaction SMILES: Br[C:2]1[C:3]([F:19])=[CH:4][C:5]2[O:15][CH2:14][CH2:13][C:12]3[S:11][C:10]([C:16]([NH2:18])=[O:17])=[N:9][C:8]=3[C:6]=2[CH:7]=1.[C:20]([C:22]1([OH:27])[CH2:26][CH2:25][CH2:24][CH2:23]1)#[CH:21]>>[F:19][C:3]1[C:2]([C:21]#[C:20][C:22]2([OH:27])[CH2:26][CH2:25][CH2:24][CH2:23]2)=[CH:7][C:6]2[C:8]3[N:9]=[C:10]([C:16]([NH2:18])=[O:17])[S:11][C:12]=3[CH2:13][CH2:14][O:15][C:5]=2[CH:4]=1. Reported procedure: 9-Bromo-8-fluoro-4,5-dihydro-[1]benzoxepino[5,4-d]thiazole-2-carboxamide (0.25 g) was reacted with 1-ethynylcyclopentanol similar to as described in Procedure E to afford 157 mg of 8-fluoro-9-[2-(1-hydroxycyclopentyl)ethynyl]-4,5-dihydro-[1]benzoxepino[5,4-d]thiazole-2-carboxamide following reverse phase hplc purification. MS (Q1) 338 (M)+. 1H NMR (400 MHz, DMSO) δ 8.65 (d, J=8.6 Hz, 1H), 8.45 (s, 1H), 7.84 (s, 1H), 7.03 (t, J=25.1 Hz, 1H), 5.29 (d, J=38.1 Hz, 1H), 4.38 (t, J=4.8 Hz, 2H), 3.40 (... The reactants are CCOC(=O)c1nc(C#N)c2c(ccn2-c2ccccc2)c1OC(C)=O, O=C1CCC(=O)N1Br. Product: CCOC(=O)c1nc(C#N)c2c(c(Br)cn2-c2ccccc2)c1OC(C)=O. As a reaction SMILES: [CH2:1]([CH3:2])[O:3][C:4](=[O:5])[c:6]1[c:7]([O:23][C:24]([CH3:25])=[O:26])[c:8]2[c:9]([c:10]([C:12]#[N:13])[n:11]1)[n:14](-[c:17]1[cH:18][cH:19][cH:20][cH:21][cH:22]1)[cH:15][cH:16]2.[O:27]=[C:28]1[N:29]([Br:34])[C:30](=[O:31])[CH2:32][CH2:33]1>>[CH2:1]([CH3:2])[O:3][C:4](=[O:5])[c:6]1[c:7]([O:23][C:24]([CH3:25])=[O:26])[c:8]2[c:9]([c:10]([C:12]#[N:13])[n:11]1)[n:14](-[c:17]1[cH:18][cH:19][cH:20][cH:21][cH:22]1)[cH:15][c:16]2[Br:34]. The reactants are [Si]([O-])([O-])([O-])[O-].[Mg+2].[Mg+2] (magnesium silicate), O (water), O1CC1CCCCCCCCCCCCCCCC (1,2-epoxyoctadecane), O1CC1CCCCCCCCCCCCCCCC (1,2-epoxyoctadecane). The solvent is OCC(O)CO (glycerin). Reaction conditions: temperature 120 celsius. Yields the product alkoxylated alcohol, C1C(C)O1 (propylene oxide), O1CC1CCCCCCCCCCCCCCCC (1,2-epoxyoctadecane). Reaction SMILES: [O:1]1[CH:3]([CH2:4][CH2:5][CH2:6][CH2:7][CH2:8][CH2:9][CH2:10][CH2:11][CH2:12][CH2:13][CH2:14][CH2:15][CH2:16][CH2:17][CH2:18][CH3:19])[CH2:2]1.[Si]([O-])([O-])([O-])[O-].[Mg+2].[Mg+2].O>OCC(CO)O>[CH2:2]1[O:1][CH:3]1[CH3:4].[O:1]1[CH:3]([CH2:4][CH2:5][CH2:6][CH2:7][CH2:8][CH2:9][CH2:10][CH2:11][CH2:12][CH2:13][CH2:14][CH2:15][CH2:16][CH2:17][CH2:18][CH3:19])[CH2:2]1 |f:1.2.3|. Reported procedure: Thereafter, 1,2-epoxyoctadecane (385 parts) is added to the vessel with stirring and heating at 125° C. to 135° C. continued for another three hours or until at least 95% of the 1,2-epoxyoctadecane has reacted. The resulting product is treated with magnesium silicate (5% by weight) and water (1% by weight), heated at 120° C. for two hours, and filtered to remove residual potassium catalyst. Residual volatiles are removed by steam vacuum distillation (200°-205° C., 10 mm Hg vacuum, 3 parts water ... The reactants are COc1ccc(CC(OC(C)C)C(=O)[O-])cc1CBr, OCc1ccc(Oc2ccccc2)cc1. Yields the product COc1ccc(CC(OC(C)C)C(=O)O)cc1COCc1ccc(Oc2ccccc2)cc1. Reaction SMILES: [Br:16][CH2:17][c:18]1[cH:19][c:20]([CH2:26][CH:27]([C:28](=[O:29])[O-:30])[O:31][CH:32]([CH3:33])[CH3:34])[cH:21][cH:22][c:23]1[O:24][CH3:25].[O:1]([c:2]1[cH:3][cH:4][cH:5][cH:6][cH:7]1)[c:8]1[cH:9][cH:10][c:11]([CH2:14][OH:15])[cH:12][cH:13]1>>[O:1]([c:2]1[cH:3][cH:4][cH:5][cH:6][cH:7]1)[c:8]1[cH:9][cH:10][c:11]([CH2:14][O:15][CH2:17][c:18]2[cH:19][c:20]([CH2:26][CH:27]([C:28](=[O:29])[OH:30])[O:31][CH:32]([CH3:33])[CH3:34])[cH:21][cH:22][c:23]2[O:24][CH3:25])[cH:12][cH:13]1. Reactants: N1C(CCC1=O)=O (Pyrrolidine-2,5-dione), C(=O)(C(F)(F)F)O (TFA), C(=O)([O-])[O-].[Cs+].[Cs+] (Cs2CO3), C(CC)C1=C(C=CC=2C(=NOC21)CC(C)(C)C)OCCCBr (7-propyl-3-neopentyl-6-(3-bromopropyloxy)-1,2-benzisoxazole). The solvent is CN(C)C=O (DMF), O (H2O). Conditions: time 18 hour. The product is C(CC)C1=C(C=CC=2C(=NOC21)CC(C)(C)C)OCCCN2C(CCC2=O)=O (1-(3-{[7-propyl-3-(neopentyl)-1,2-benzisoxazol-6-yl]oxy}propyl)pyrrolidine-2,5-dione). RXN SMILES: [NH:1]1[C:5](=[O:6])[CH2:4][CH2:3][C:2]1=[O:7].[CH2:8]([C:11]1[C:19]2[O:18][N:17]=[C:16]([CH2:20][C:21]([CH3:24])([CH3:23])[CH3:22])[C:15]=2[CH:14]=[CH:13][C:12]=1[O:25][CH2:26][CH2:27][CH2:28]Br)[CH2:9][CH3:10].C([O-])([O-])=O.[Cs+].[Cs+].C(O)(C(F)(F)F)=O>CN(C=O)C.O>[CH2:8]([C:11]1[C:19]2[O:18][N:17]=[C:16]([CH2:20][C:21]([CH3:24])([CH3:23])[CH3:22])[C:15]=2[CH:14]=[CH:13][C:12]=1[O:25][CH2:26][CH2:27][CH2:28][N:1]1[C:5](=[O:6])[CH2:4][CH2:3][C:2]1=[O:7])[CH2:9][CH3:10] |f:2.3.4|. Reported procedure: Pyrrolidine-2,5-dione (17 mg, 0.172 mmol) and 7-propyl-3-neopentyl-6-(3-bromopropyloxy)-1,2-benzisoxazole, from Example 9 above, (42 mg, 0.114 mmol) were combined in DMF (7 ml) with Cs2CO3 (56 mg, 0.17 mmol) at room temperature. The mixture was stirred 18 hours. The mixture was diluted with 2 ml H2O and acidified with TFA. The resulting mixture was purified by elution from a RP-18 reversed phase HPLC column with a 90:10 to 0:100 H2O:CH3CN gradient to yield 1-(3-{[7-propyl-3-(neopentyl)-1,2-benzi... The reactants are O (Water), N1C=CC2=CC=CC=C12 (indole), N1=CC=CC=C1 (pyridine), ClCC(=O)Cl (chloroacetyl chloride). The solvent is CO (methanol), C1(=CC=CC=C1)C (toluene). Reaction conditions: temperature 55 celsius, time 90 minute. Yields the product N1C=C(C2=CC=CC=C12)C(CCl)=O (1-(1H-Indol-3-yl)-2-chloroethanone). The yield is 23.7%. RXN SMILES: [NH:1]1[C:9]2[C:4](=[CH:5][CH:6]=[CH:7][CH:8]=2)[CH:3]=[CH:2]1.N1C=CC=CC=1.[Cl:16][CH2:17][C:18](Cl)=[O:19].O>C1(C)C=CC=CC=1.CO>[NH:1]1[C:9]2[C:4](=[CH:5][CH:6]=[CH:7][CH:8]=2)[C:3]([C:18](=[O:19])[CH2:17][Cl:16])=[CH:2]1. Procedure details: To a stirred solution of 6.00 g (51.2 mmole) indole and 4.2 ml (47.5 mmole) pyridine in 50 ml toluene at 55° C. was added dropwise 5.85 g (51.8 mmole) chloroacetyl chloride. The resulting orange-colored mixture was stirred at 55° C. for 90 minutes and cooled to room temperature. Water (150 ml) and methanol (25 ml) were added and the mixture stirred for another hour. The precipitate was collected, washed with water (50 ml) and dried to give 10.18 g of crude product. This was triturated with chlor... The reactants are C(C)(C)(C)C=1C=C(N(N1)C1=CC=C(C=C1)OCCOC)NC(=O)NC1=CC=C(C=C1)OC1=CC=NC=C1 (1-{5-tert-butyl-2-[4-(2-methoxyethoxy)phenyl]-2H-pyrazol-3-yl}-3-[4-(pyridin-4-yloxy)-phenyl]urea), FC1=C(C=CC(=C1)OC1=CC(=NC=C1)C)N (2-fluoro-4-(2-methyl-pyridin-4-yloxy)phenyl-amine). Product: C(C)(C)(C)C1=NN(C(=C1)NC(=O)NC1=C(C=C(C=C1)OC1=CC(=NC=C1)C)F)C1=CC=C(C=C1)OCCOC (N-{3-tert-Butyl-1-[4-(2-methoxyethoxy)phenyl]-1H-pyrazol-5-yl}-N′-{2-fluoro-4-[(2-methylpyridin-4-yl)oxy]phenyl}urea). RXN SMILES: [C:1]([C:5]1[CH:6]=[C:7]([NH:21][C:22](NC2C=CC(OC3C=CN=CC=3)=CC=2)=[O:23])[N:8]([C:10]2[CH:15]=[CH:14][C:13]([O:16][CH2:17][CH2:18][O:19][CH3:20])=[CH:12][CH:11]=2)[N:9]=1)([CH3:4])([CH3:3])[CH3:2].[F:38][C:39]1[CH:44]=[C:43]([O:45][C:46]2[CH:51]=[CH:50][N:49]=[C:48]([CH3:52])[CH:47]=2)[CH:42]=[CH:41][C:40]=1[NH2:53]>>[C:1]([C:5]1[CH:6]=[C:7]([NH:21][C:22]([NH:53][C:40]2[CH:41]=[CH:42][C:43]([O:45][C:46]3[CH:51]=[CH:50][N:49]=[C:48]([CH3:52])[CH:47]=3)=[CH:44][C:39]=2[F:38])=[O:23])[N:8]([C:10]2[CH:11]=[CH:12][C:13]([O:16][CH2:17][CH2:18][O:19][CH3:20])=[CH:14][CH:15]=2)[N:9]=1)([CH3:4])([CH3:2])[CH3:3]. Procedure details: The title compound was prepared in the same manner as described for 1-{5-tert-butyl-2-[4-(2-methoxyethoxy)phenyl]-2H-pyrazol-3-yl}-3-[4-(pyridin-4-yloxy)-phenyl]urea, replacing 4-(pyridin-4-yloxy)phenylamine with 2-fluoro-4-(2-methyl-pyridin-4-yloxy)phenyl-amine. 1H-NMR (DMSO-d6) δ 8.96 (s, 1H), 8.74 (s, 1H), 8.29 (d, J=6.0 Hz, 1H), 8.14 (t, J=9.3 Hz, 1H), 7.38 (d, J=9.0 Hz, 2H), 7.18 (d, J=9.0 Hz, 1H), 7.08 (dd, J=11.7, 2.4 Hz, 2H), 6.95 (d, J=7.5 Hz, 1H), 6.76 (d, J=2.4 Hz, 1H), 6.73 to 6.70 (... Starting materials: Cn1cc(Br)cc(Nc2ccc3c(c2)CCNC3)c1=O, [BH3-]C#N, CO, [Cl-], [Cl-], [Na+], O=C1COC1, [Zn+2]. The product is Cn1cc(Br)cc(Nc2ccc3c(c2)CCN(C2COC2)C3)c1=O. Reaction SMILES: [Br:1][c:2]1[cH:3][c:4]([NH:10][c:11]2[cH:12][c:13]3[c:18]([cH:19][cH:20]2)[CH2:17][NH:16][CH2:15][CH2:14]3)[c:5](=[O:9])[n:6]([CH3:8])[cH:7]1.[C:26]([BH3-:27])#[N:28].[CH3:30][OH:31].[Cl-:32].[Cl-:34].[Na+:29].[O:21]1[CH2:22][C:23](=[O:25])[CH2:24]1.[Zn+2:33]>>[Br:1][c:2]1[cH:3][c:4]([NH:10][c:11]2[cH:12][c:13]3[c:18]([cH:19][cH:20]2)[CH2:17][N:16]([CH:23]2[CH2:22][O:21][CH2:24]2)[CH2:15][CH2:14]3)[c:5](=[O:9])[n:6]([CH3:8])[cH:7]1. The reactants are C(C)(C)(CC)C1=C(OC(C(=O)Cl)CCCC)C=CC(=C1)C(C)(C)CC (2-(2,4-di-t-pentylphenoxy)-hexanoyl chloride), C(C1=CC=CC=C1)OC=1C=CC(=C(C1)[N+](=O)[O-])OC1=CC=C(C=C1)C(C)(C)CC (5-benzyloxy-2-(4-t-pentylphenoxy)-nitrobenzene), NC=1C(=CC=C(C1)O)OC1=CC=C(C=C1)C(C)(C)CC (5-amino-4-(4-t-pentylphenoxy)-phenol), C(=O)[O-].[K+] (potassium formate). Reagents/catalysts: [Pd] (Pd/C). Run in C1(=CC=CC=C1)C (toluene), C(C)(C)O (isopropyl alcohol), C1(=CC=CC=C1)C (toluene), O (water), O (water). Reaction conditions: temperature 60 celsius, time 3 hour. Product: C(C)(C)(CC)C1=C(OC(C(=O)NC=2C(=CC=C(C2)O)OC2=CC=C(C=C2)C(C)(C)CC)CCCC)C=CC(=C1)C(C)(C)CC (5-{2-(2,4-di-t-pentylphenoxy)hexanoyl}amino-4-(4-t-pentylphenoxy)-phenol). The yield is 91.0%. As a reaction SMILES: C(OC1C=CC(OC2C=CC(C(CC)(C)C)=CC=2)=C([N+]([O-])=O)C=1)C1C=CC=CC=1.C([O-])=O.[K+].[NH2:34][C:35]1[C:36]([O:42][C:43]2[CH:48]=[CH:47][C:46]([C:49]([CH2:52][CH3:53])([CH3:51])[CH3:50])=[CH:45][CH:44]=2)=[CH:37][CH:38]=[C:39]([OH:41])[CH:40]=1.[C:54]([C:59]1[CH:73]=[C:72]([C:74]([CH2:77][CH3:78])([CH3:76])[CH3:75])[CH:71]=[CH:70][C:60]=1[O:61][CH:62]([CH2:66][CH2:67][CH2:68][CH3:69])[C:63](Cl)=[O:64])([CH2:57][CH3:58])([CH3:56])[CH3:55]>O.C1(C)C=CC=CC=1.[Pd].C(O)(C)C>[C:54]([C:59]1[CH:73]=[C:72]([C:74]([CH2:77][CH3:78])([CH3:75])[CH3:76])[CH:71]=[CH:70][C:60]=1[O:61][CH:62]([CH2:66][CH2:67][CH2:68][CH3:69])[C:63]([NH:34][C:35]1[C:36]([O:42][C:43]2[CH:48]=[CH:47][C:46]([C:49]([CH2:52][CH3:53])([CH3:50])[CH3:51])=[CH:45][CH:44]=2)=[CH:37][CH:38]=[C:39]([OH:41])[CH:40]=1)=[O:64])([CH2:57][CH3:58])([CH3:55])[CH3:56] |f:1.2|. Procedure: In a 500-ml flask, place 19.6 g (0.05 m) of 5-benzyloxy-2-(4-t-pentyl-phenoxy)-nitrobenzene (3b), 80 ml of isopropyl alcohol and 40 ml of toluene. Heat the mixture to 60° C. Add 1.0 g of 5% Pd/C wet with 1 ml of water and 21.0 g (0.25 m) of potassium formate in 40 ml of water. Stir the reaction mixture vigorously at 60°-70° C. for 3 hrs under nitrogen. Cool the reaction mixture containing 5-amino-4-(4-t-pentylphenoxy)-phenol (4b; Y=4-t-pentylphenoxy) to 15° C. and add 20.3 g (0.05 m×1.05 @95%) o...